From a dataset of the Open Reaction Database (ORD), a public repository of structured organic reaction records. describe an organic reaction: reactants, conditions, products, and yield RXN SMILES: [CH2:1]([CH3:2])[n:3]1[c:4]2[c:5]([c:6](=[O:14])[c:7]([C:9]([O:11][CH2:10][CH3:12])=[O:13])[cH:8]1)[cH:15][cH:16][s:17]2.[CH3:27][c:28]1[cH:29][cH:30][cH:31][cH:32][cH:33]1.[Cl:18][c:19]1[cH:20][cH:21][c:22]([CH2:23][NH2:24])[cH:25][cH:26]1>>[CH2:1]([CH3:2])[n:3]1[c:4]2[c:5]([c:6](=[O:14])[c:7]([C:9](=[O:11])[NH:24][CH2:23][c:22]3[cH:21][cH:20][c:19]([Cl:18])[cH:26][cH:25]3)[cH:8]1)[cH:15][cH:16][s:17]2. Product: CCn1cc(C(=O)NCc2ccc(Cl)cc2)c(=O)c2ccsc21. Starting materials: CCOC(=O)c1cn(CC)c2sccc2c1=O, Cc1ccccc1, NCc1ccc(Cl)cc1. Reactants: O=C1CCC(=O)N1Br, CCCCCCCCCCCCc1ccsc1, CN(C)C=O, O. The product is CCCCCCCCCCCCc1ccsc1Br. RXN SMILES: [Br:1][N:2]1[C:3](=[O:4])[CH2:5][CH2:6][C:7]1=[O:8].[CH2:9]([CH2:10][CH2:11][CH2:12][CH2:13][CH2:14][CH2:15][CH2:16][CH2:17][CH2:18][CH2:19][CH3:20])[c:21]1[cH:22][s:23][cH:24][cH:25]1.[O:27]=[CH:28][N:29]([CH3:30])[CH3:31].[OH2:26]>>[Br:1][c:22]1[c:21]([CH2:9][CH2:10][CH2:11][CH2:12][CH2:13][CH2:14][CH2:15][CH2:16][CH2:17][CH2:18][CH2:19][CH3:20])[cH:25][cH:24][s:23]1. Reactants: Fc1cccc(Br)c1, CCCc1ccc(CC(=O)Cl)cc1, Cc1ccccc1, Cl, C1CCOC1. The product is CCCc1ccc(CC(=O)c2cccc(F)c2)cc1. Reaction SMILES: [Br:8][c:9]1[cH:10][c:11]([F:15])[cH:12][cH:13][cH:14]1.[CH2:17]([CH2:18][CH3:19])[c:20]1[cH:21][cH:22][c:23]([CH2:26][C:27](=[O:28])[Cl:29])[cH:24][cH:25]1.[CH3:1][c:2]1[cH:3][cH:4][cH:5][cH:6][cH:7]1.[ClH:16].[O:30]1[CH2:31][CH2:32][CH2:33][CH2:34]1>>[c:9]1([C:27]([CH2:26][c:23]2[cH:22][cH:21][c:20]([CH2:17][CH2:18][CH3:19])[cH:25][cH:24]2)=[O:28])[cH:10][c:11]([F:15])[cH:12][cH:13][cH:14]1. The reactants are BrB(Br)Br, ClCCl, CCOC(C)=O, CCCc1c(O)cc(O)c(C)c1C(=O)OC. As a reaction SMILES: [B:17]([Br:18])([Br:19])[Br:20].[CH2:21]([Cl:22])[Cl:23].[CH3:24][CH2:25][O:26][C:27](=[O:28])[CH3:29].[OH:1][c:2]1[c:3]([CH3:16])[c:4]([C:5](=[O:6])[O:7][CH3:8])[c:9]([CH2:13][CH2:14][CH3:15])[c:10]([OH:12])[cH:11]1>>[OH:1][c:2]1[c:3]([CH3:16])[c:4]([C:5](=[O:6])[OH:7])[c:9]([CH2:13][CH2:14][CH3:15])[c:10]([OH:12])[cH:11]1. The product is CCCc1c(O)cc(O)c(C)c1C(=O)O. Reactants: O[C@@H]1[C@@H](O[C@H]2OC(O[C@H]21)(C)C)C(=O)N2CCOCC2 (((3aS,5R,6S,6aS)-6-hydroxy-2,2-dimethyltetrahydrofuro[2,3-d][1,3]dioxol-5-yl)(morpholino)methanone), C(C)(C)(C)[Mg]Cl (tert-butyl magnesium chloride), magnesium alkoxide, BrC1=CC(=C(C=C1)C)CC1=CC=C(C=C1)Cl (4-bromo-2-(4-chlorobenzyl)-1-methylbenzene), C(CCC)[Li] (n-Butyllithium), aryllithium. Run in C1CCOC1 (THF), C1CCOC1 (THF). Reaction conditions: temperature 0 celsius, time 30 minute. Yields the product ClC1=CC=C(CC=2C=C(C=CC2C)C(=O)[C@H]2[C@H]([C@H]3[C@H](OC(O3)(C)C)O2)O)C=C1 ((3-(4-chlorobenzyl)-4-methylphenyl)((3aS,5R,6S,6aS)-6-hydroxy-2,2-dimethyltetrahydrofuro[2,3-d][1,3]-dioxol-5-yl)methanone). Isolated yield 69.9%. RXN SMILES: [OH:1][C@H:2]1[C@H:9]2[C@H:5]([O:6][C:7]([CH3:11])([CH3:10])[O:8]2)[O:4][C@H:3]1[C:12](N1CCOCC1)=[O:13].C([Mg]Cl)(C)(C)C.Br[C:27]1[CH:32]=[CH:31][C:30]([CH3:33])=[C:29]([CH2:34][C:35]2[CH:40]=[CH:39][C:38]([Cl:41])=[CH:37][CH:36]=2)[CH:28]=1.C([Li])CCC>C1COCC1>[Cl:41][C:38]1[CH:37]=[CH:36][C:35]([CH2:34][C:29]2[CH:28]=[C:27]([C:12]([C@@H:3]3[O:4][C@H:5]4[O:6][C:7]([CH3:10])([CH3:11])[O:8][C@H:9]4[C@@H:2]3[OH:1])=[O:13])[CH:32]=[CH:31][C:30]=2[CH3:33])=[CH:40][CH:39]=1. Procedure details: To a solution of ((3aS,5R,6S,6aS)-6-hydroxy-2,2-dimethyltetrahydrofuro[2,3-d][1,3]dioxol-5-yl)(morpholino)methanone (25.3 g, 92.6 mmol) in THF (200 mL) under nitrogen at 0° C. was added tert-butyl magnesium chloride (1 M in THF, 100 mL, 100 mmol). This solution was stirred at 0° C. for 30 minutes. Meanwhile, a solution of 4-bromo-2-(4-chlorobenzyl)-1-methylbenzene (3, 32.9 g, 111.1 mmol) in THF (330 mL) under nitrogen was cooled to −78° C. n-Butyllithium (2.5 M in hexanes, 48 mL, 120 mmol) was a...